Dataset: the Open Reaction Database (ORD), a public repository of structured organic reaction records. Task: describe an organic reaction: reactants, conditions, products, and yield As a reaction SMILES: [Br:20][N:21]1[C:22](=[O:23])[CH2:24][CH2:25][C:26]1=[O:27].[Br:28][c:29]1[cH:30][c:31]([CH:39]([C:40](=[O:41])[OH:42])[CH2:43][CH:44]2[CH2:45][CH2:46][CH2:47][CH2:48]2)[cH:32][cH:33][c:34]1[S:35](=[O:36])(=[O:37])[CH3:38].[CH2:55]([Cl:56])[Cl:57].[NH2:49][c:50]1[s:51][cH:52][cH:53][n:54]1.[c:1]1([P:2]([c:3]2[cH:4][cH:5][cH:6][cH:7][cH:8]2)[c:9]2[cH:10][cH:11][cH:12][cH:13][cH:14]2)[cH:15][cH:16][cH:17][cH:18][cH:19]1>>[Br:28][c:29]1[cH:30][c:31]([CH:39]([C:40](=[O:42])[NH:49][c:50]2[s:51][cH:52][cH:53][n:54]2)[CH2:43][CH:44]2[CH2:45][CH2:46][CH2:47][CH2:48]2)[cH:32][cH:33][c:34]1[S:35](=[O:36])(=[O:37])[CH3:38]. Starting materials: O=C1CCC(=O)N1Br, CS(=O)(=O)c1ccc(C(CC2CCCC2)C(=O)O)cc1Br, ClCCl, Nc1nccs1, c1ccc(P(c2ccccc2)c2ccccc2)cc1. Product: CS(=O)(=O)c1ccc(C(CC2CCCC2)C(=O)Nc2nccs2)cc1Br. Starting materials: Cl (hydrochloric acid), CC(CCC)(C)C=1C=C(C=O)C=C(C1O)C(CCC)(C)C (3,5-bis(1,1-dimethylbutyl)-4-hydroxybenzaldehyde), C(#N)CC(=O)O (cyanoacetic acid), N1CCCCC1 (piperidine). Run in O (water), N1=CC=CC=C1 (pyridine). The product is CC(CCC)(C)C=1C=C(C=CC#N)C=C(C1O)C(CCC)(C)C (3,5-bis(1,1-dimethylbutyl)-4-hydroxycinnamonitrile). RXN SMILES: [CH3:1][C:2]([C:7]1[CH:8]=[C:9]([CH:12]=[C:13]([C:16]([CH3:21])([CH3:20])[CH2:17][CH2:18][CH3:19])[C:14]=1[OH:15])[CH:10]=O)([CH3:6])[CH2:3][CH2:4][CH3:5].[C:22]([CH2:24]C(O)=O)#[N:23].N1CCCCC1.Cl>O.N1C=CC=CC=1>[CH3:1][C:2]([C:7]1[CH:8]=[C:9]([CH:12]=[C:13]([C:16]([CH3:21])([CH3:20])[CH2:17][CH2:18][CH3:19])[C:14]=1[OH:15])[CH:10]=[CH:24][C:22]#[N:23])([CH3:6])[CH2:3][CH2:4][CH3:5]. Procedure: 3,5-bis(1,1-dimethylbutyl)-4-hydroxycinnamonitrile was prepared by heating a mixture of 29 grams of 3,5-bis(1,1-dimethylbutyl)-4-hydroxybenzaldehyde, 25.5 grams of cyanoacetic acid, 75 milliliters of pyridine, and 3 milliliters of piperidine at 95° to 100° C. for 7 hours. The reaction mixture was poured into a solution of 50 milliliters of concentrated hydrochloric acid in 100 milliliters of water. The oil which precipitated was separated by extraction with petroleum ether and the extract was st... The solvent is N1=CC=CC=C1 (pyridine). Reactants: OC1C(CCC1)(C(=O)OCC)CCC (Ethyl 2-hydroxy-1-n-propyl-cyclopentane carboxylate), C(Cl)Cl (methylene chloride), CC1=CC=C(C(=O)Cl)C=C1 (4-methyl-benzoyl chloride). As a reaction SMILES: [OH:1][CH:2]1[CH2:6][CH2:5][CH2:4][C:3]1([CH2:12][CH2:13][CH3:14])[C:7]([O:9][CH2:10][CH3:11])=[O:8].C(Cl)Cl.[CH3:18][C:19]1[CH:27]=[CH:26][C:22]([C:23](Cl)=[O:24])=[CH:21][CH:20]=1>N1C=CC=CC=1>[CH2:12]([C:3]1([C:7]([O:9][CH2:10][CH3:11])=[O:8])[CH2:4][CH2:5][CH2:6][CH:2]1[O:1][C:23](=[O:24])[C:22]1[CH:26]=[CH:27][C:19]([CH3:18])=[CH:20][CH:21]=1)[CH2:13][CH3:14]. Product: C(CC)C1(C(CCC1)OC(C1=CC=C(C=C1)C)=O)C(=O)OCC (Ethyl 1-n-propyl-2-p-methylbenzoyloxy-cyclopentane carboxylate). Reaction conditions: time 12 hour. Procedure: Ethyl 2-hydroxy-1-n-propyl-cyclopentane carboxylate (6.00 g) was diluted using 60 ml of methylene chloride. At room temperature and with magnetic stirring, pyridine (3.66 ml) was slowly added, then 4-methyl-benzoyl chloride (6.12 ml) was dropwise added. Upon the completion of the addition, the reaction was continued for 12 hours. Then solvent was removed, and the residue was extracted using ethyl acetate and water. Organic layer was washed, in turn, using 10% hydrochloric acid aqueous solution t...